This data is from the Open Reaction Database (ORD), a public repository of structured organic reaction records. The task is: describe an organic reaction: reactants, conditions, products, and yield Starting materials: C(C)(C)(C)OC(=O)C(=O)CONCC1=CC(=C(C=C1)OC)N1CCN(CC1)CC1=NC2=CC=CC=C2C=C1 (t-butyloxycarbonyl-3-[4-(2-quinolylmethyl)-piperazin-1-yl]-carbonylmethoxy-4-methoxybenzylamine), Cl (hydrochloric acid), FC(C(=O)O)(F)F (trifluoroacetic acid). Run in C(Cl)(Cl)Cl (chloroform), C(Cl)(Cl)Cl (chloroform). Reaction conditions: time 1 day. Product: N1=C(C=CC2=CC=CC=C12)CN1CCN(CC1)C=1C=C(CNOC=C=O)C=CC1OC (3-[4-(2-Quinolylmethyl)-piperazin-1-yl]-carbonylmethoxy-4-methoxybenzylamin). Yield: 81.3%. As a reaction SMILES: C(OC([C:8]([CH2:10][O:11][NH:12][CH2:13][C:14]1[CH:19]=[CH:18][C:17]([O:20][CH3:21])=[C:16]([N:22]2[CH2:27][CH2:26][N:25]([CH2:28][C:29]3[CH:38]=[CH:37][C:36]4[C:31](=[CH:32][CH:33]=[CH:34][CH:35]=4)[N:30]=3)[CH2:24][CH2:23]2)[CH:15]=1)=[O:9])=O)(C)(C)C.FC(F)(F)C(O)=O.Cl>C(Cl)(Cl)Cl>[N:30]1[C:31]2[C:36](=[CH:35][CH:34]=[CH:33][CH:32]=2)[CH:37]=[CH:38][C:29]=1[CH2:28][N:25]1[CH2:26][CH2:27][N:22]([C:16]2[CH:15]=[C:14]([CH:19]=[CH:18][C:17]=2[O:20][CH3:21])[CH2:13][NH:12][O:11][CH:10]=[C:8]=[O:9])[CH2:23][CH2:24]1. Reported procedure: A mixture comprising 1.3 g of t-butyloxycarbonyl-3-[4-(2-quinolylmethyl)-piperazin-1-yl]-carbonylmethoxy-4-methoxybenzylamine, 14 ml of chloroform and 2.8 g of trifluoroacetic acid, was stirred at room temperature for one day. To the reaction solution, 50 ml of chloroform and 50 ml of 0.5N hydrochloric acid were added, and the mixture was reversely extracted. The aqueous layer was adjusted to pH 12 with an aqueous sodium hydroxide solution and extracted with chloroform. The organic layer was was... Reactants: CCN(Cc1ccc(C#Cc2ccc(C(C)C(=O)[O-])cc2)cc1C)C1CC1, CCO, [Na+], C1CCOC1, [OH-]. Reaction SMILES: [CH3:1][CH:2]([C:3](=[O:4])[O-:5])[c:6]1[cH:7][cH:8][c:9]([C:12]#[C:13][c:14]2[cH:15][c:16]([CH3:27])[c:17]([CH2:20][N:21]([CH2:22][CH3:23])[CH:24]3[CH2:25][CH2:26]3)[cH:18][cH:19]2)[cH:10][cH:11]1.[CH3:30][CH2:31][OH:32].[Na+:29].[O:33]1[CH2:34][CH2:35][CH2:36][CH2:37]1.[OH-:28]>>[CH2:2]([C:3](=[O:4])[OH:5])[c:6]1[cH:7][cH:8][c:9]([C:12]#[C:13][c:14]2[cH:15][c:16]([CH3:27])[c:17]([CH2:20][N:21]([CH2:22][CH3:23])[CH:24]3[CH2:25][CH2:26]3)[cH:18][cH:19]2)[cH:10][cH:11]1. Yields the product CCN(Cc1ccc(C#Cc2ccc(CC(=O)O)cc2)cc1C)C1CC1. Starting materials: C1(=CC=CC=C1)C1=C(C=C(C2=CC(=C(C=C12)OC)OC)OC(C)=O)C(=O)OC (1-Phenyl-2-methoxycarbonyl-4-acetoxy-6,7-dimethoxynaphthalene), [OH-].[Na+] (sodium hydroxide), hydrochloric acid ice. Solvent: CO (methanol). Yields the product C1(=CC=CC=C1)C1=C(C=C(C2=CC(=C(C=C12)OC)OC)O)C(=O)O (1-phenyl-4-hydroxy-6,7-dimethoxy-2-naphthoic acid). Yield: 100.7%. As a reaction SMILES: [C:1]1([C:7]2[C:16]3[C:11](=[CH:12][C:13]([O:19][CH3:20])=[C:14]([O:17][CH3:18])[CH:15]=3)[C:10]([O:21]C(=O)C)=[CH:9][C:8]=2[C:25]([O:27]C)=[O:26])[CH:6]=[CH:5][CH:4]=[CH:3][CH:2]=1.[OH-].[Na+]>CO>[C:1]1([C:7]2[C:16]3[C:11](=[CH:12][C:13]([O:19][CH3:20])=[C:14]([O:17][CH3:18])[CH:15]=3)[C:10]([OH:21])=[CH:9][C:8]=2[C:25]([OH:27])=[O:26])[CH:2]=[CH:3][CH:4]=[CH:5][CH:6]=1 |f:1.2|. Procedure details: 1-Phenyl-2-methoxycarbonyl-4-acetoxy-6,7-dimethoxynaphthalene (66.4 grams) from Step 3, 500 mL of a 10 weight percent aqueous sodium hydroxide solution and 50 mL of methanol were added to a reaction flask and heated to reflux for 3 hours and then cooled to room temperature. The reaction mixture was poured onto an aqueous solution of 4N hydrochloric acid/ice mixture (˜400 mL). A white precipitate formed and was collected by vacuum filtration, washed with water and was air-dried. Recrystallization... Reactants: COC=1C=C2C(=NC=NC2=CC1OC)OC=1C=C2C=CC=C(C2=CC1)C(=O)O (6-(6,7-dimethoxyquinazolin-4-yloxy)-1-naphthoic acid), NCC1=CC=C(C(=O)NC2=C(C=C(C=C2)C)N)C=C1 (4-(aminomethyl)-N-(2-amino-4-methylphenyl)benzamide). Product: NC1=C(C=CC(=C1)C)NC(=O)C1=CC=C(CNC(=O)C2=CC=CC3=CC(=CC=C23)OC2=NC=NC3=CC(=C(C=C23)OC)OC)C=C1 (N-(4-((2-amino-4-methylphenyl)carbamoyl)benzyl)-6-(6,7-dimethoxyquinazolin-4-yloxy)-1-naphthamide). Isolated yield 85.9%. Reaction SMILES: [CH3:1][O:2][C:3]1[CH:4]=[C:5]2[C:10](=[CH:11][C:12]=1[O:13][CH3:14])[N:9]=[CH:8][N:7]=[C:6]2[O:15][C:16]1[CH:17]=[C:18]2[C:23](=[CH:24][CH:25]=1)[C:22]([C:26](O)=[O:27])=[CH:21][CH:20]=[CH:19]2.[NH2:29][CH2:30][C:31]1[CH:47]=[CH:46][C:34]([C:35]([NH:37][C:38]2[CH:43]=[CH:42][C:41]([CH3:44])=[CH:40][C:39]=2[NH2:45])=[O:36])=[CH:33][CH:32]=1>>[NH2:45][C:39]1[CH:40]=[C:41]([CH3:44])[CH:42]=[CH:43][C:38]=1[NH:37][C:35]([C:34]1[CH:46]=[CH:47][C:31]([CH2:30][NH:29][C:26]([C:22]2[C:23]3[C:18](=[CH:17][C:16]([O:15][C:6]4[C:5]5[C:10](=[CH:11][C:12]([O:13][CH3:14])=[C:3]([O:2][CH3:1])[CH:4]=5)[N:9]=[CH:8][N:7]=4)=[CH:25][CH:24]=3)[CH:19]=[CH:20][CH:21]=2)=[O:27])=[CH:32][CH:33]=1)=[O:36]. Procedure details: The title compound (52.7 mg, 86% yield) was prepared as a brown solid from 6-(6,7-dimethoxyquinazolin-4-yloxy)-1-naphthoic acid (37.6 mg, 0.1 mmol) and 4-(aminomethyl)-N-(2-amino-4-methylphenyl)benzamide (30.6 mg, 0.12 mmol) by an analogous procedure to that described in example 16. LC-MS (m/z) 614 (M+1). Reactants: IC1=NNC2=CC(=CC=C12)C#N (3-iodo-1H-indazole-6-carbonitrile), CC(C)(C)[O-].[K+] (t-BuOK), IC (iodomethane). Solvent: C1CCOC1 (THF), C1CCOC1 (THF). Run at time 8 hour. Yields the product IC1=NN(C2=CC(=CC=C12)C#N)C (3-Iodo-1-methyl-1H-indazole-6-carbonitrile). Reaction SMILES: [I:1][C:2]1[C:10]2[C:5](=[CH:6][C:7]([C:11]#[N:12])=[CH:8][CH:9]=2)[NH:4][N:3]=1.[CH3:13]C([O-])(C)C.[K+].IC>C1COCC1>[I:1][C:2]1[C:10]2[C:5](=[CH:6][C:7]([C:11]#[N:12])=[CH:8][CH:9]=2)[N:4]([CH3:13])[N:3]=1 |f:1.2|. Reported procedure: To a suspension of 3-iodo-1H-indazole-6-carbonitrile (2.0 g, 7.43 mmol), t-BuOK (1.2 g, 10.4 mmol) in THF (50 mL), iodomethane (1.2 g, 10.4 mmol) in THF (5 mL) was added dropwise at 0° C. under ice-water bath. The resulting mixture was stirred overnight at room temperature. Two isomers, which are methylated at N-1 and N-2 position respectively, were formed. The excess solvent was removed under reduced pressure, the residue was dissolved in EtOAc (100 mL), washed with brine (2×10 mL), the combine... Starting materials: COc1ncc(C=O)cn1, CC1=CN=C(C=C1)N, [C-]#[N+]C1CCCCC1. Reagents/catalysts: O=C(O)C(F)(F)F (trifluoroacetic acid). The solvent is CC(C)O (isopropyl alcohol), CC(C)O (isopropylalcohol). Run at temperature 22 celsius, time 20 hour. Product: Cc1ccc2nc(c3cnc(nc3)OC)c(NC3CCCCC3)n2c1. The yield is 1.2%. Reaction SMILES: CC1=CC=C(N)N=C1.[C-]#[N+]C1CCCCC1.COC1=NC=C(C=O)C=N1>>COC1=NC=C(C=N1)C1=C(NC2CCCCC2)N2C=C(C)C=CC2=N1.